From a dataset of the Open Reaction Database (ORD), a public repository of structured organic reaction records. describe an organic reaction: reactants, conditions, products, and yield Starting materials: OC1=CC=C(C2=CC=CC=C12)C=O (4-hydroxy-naphthalene-1-carbaldehyde), C1(=CC=CC=C1)P(C1=CC=CC=C1)C1=CC=CC=C1 (triphenylphosphine), CC(C)OC(=O)/N=N/C(=O)OC(C)C (DIAD), C(C)(C)(C)C=1OC(=C(N1)CCO)C (2-(2-tert-butyl-5-methyl-oxazol-4-yl)-ethanol). Run in C1(=CC=CC=C1)C (toluene). Run at time 4 hour. Product: C(C)(C)(C)C=1OC(=C(N1)CCOC1=CC=C(C2=CC=CC=C12)C=O)C (4-[2-(2-tert-Butyl-5-methyl-oxazol-4-yl)-ethoxy]-naphthalene-1-carbaldehyde). As a reaction SMILES: [C:1]([C:5]1[O:6][C:7]([CH3:13])=[C:8]([CH2:10][CH2:11][OH:12])[N:9]=1)([CH3:4])([CH3:3])[CH3:2].O[C:15]1[C:24]2[C:19](=[CH:20][CH:21]=[CH:22][CH:23]=2)[C:18]([CH:25]=[O:26])=[CH:17][CH:16]=1.C1(P(C2C=CC=CC=2)C2C=CC=CC=2)C=CC=CC=1.CC(OC(/N=N/C(OC(C)C)=O)=O)C>C1(C)C=CC=CC=1>[C:1]([C:5]1[O:6][C:7]([CH3:13])=[C:8]([CH2:10][CH2:11][O:12][C:15]2[C:24]3[C:19](=[CH:20][CH:21]=[CH:22][CH:23]=3)[C:18]([CH:25]=[O:26])=[CH:17][CH:16]=2)[N:9]=1)([CH3:4])([CH3:3])[CH3:2]. Reported procedure: 0.800 g of the above prepared 2-(2-tert-butyl-5-methyl-oxazol-4-yl)-ethanol (4.37 mmol) was dissolved in 25 ml of toluene and treated successively at 0° C. with 0.752 g of 4-hydroxy-naphthalene-1-carbaldehyde (4.37 mmol), 1.145 g of triphenylphosphine (4.37 mmol), and 0.883 g (4.37 mmol) of DIAD. The cooling bath was then removed and stirring continued for 4 h. Pouring onto crashed ice, twofold extraction with EtOEt, washing with dil. NaOH and water, drying over sodium sulfate, and evaporation o... Starting materials: ClC1=CC=C(C=C1)C1N=C(N(C1C1=CC=C(C=C1)Cl)C(=O)Cl)C=1C(=NC(=NC1)SC)OCC (4,5-Bis-(4-chloro-phenyl)-2-(4-ethoxy-2-methylsulfanyl-pyrimidin-5-yl)-4,5-dihydro-imidazole-1-carbonyl chloride), Cl.Cl.CS(=O)(=O)CCN1CCNCC1 (1-(2-methanesulfonylethyl)-piperazine dihydrochloride). Yields the product ClC1=CC=C(C=C1)[C@@H]1N=C(N([C@@H]1C1=CC=C(C=C1)Cl)C(=O)N1CCN(CC1)CCS(=O)(=O)C)C=1C(=NC(=NC1)SC)OCC (cis-[4,5-bis-(4-chloro-phenyl)-2-(4-ethoxy-2-methylsulfanyl-pyrimidin-5-yl)-4,5-dihydro-imidazol-1-yl]-[4-(2-methanesulfonyl-ethyl)-piperazin-1-yl]-methanone). RXN SMILES: [Cl:1][C:2]1[CH:7]=[CH:6][C:5]([CH:8]2[CH:12]([C:13]3[CH:18]=[CH:17][C:16]([Cl:19])=[CH:15][CH:14]=3)[N:11]([C:20](Cl)=[O:21])[C:10]([C:23]3[C:24]([O:31][CH2:32][CH3:33])=[N:25][C:26]([S:29][CH3:30])=[N:27][CH:28]=3)=[N:9]2)=[CH:4][CH:3]=1.Cl.Cl.[CH3:36][S:37]([CH2:40][CH2:41][N:42]1[CH2:47][CH2:46][NH:45][CH2:44][CH2:43]1)(=[O:39])=[O:38]>>[Cl:1][C:2]1[CH:3]=[CH:4][C:5]([C@H:8]2[C@@H:12]([C:13]3[CH:14]=[CH:15][C:16]([Cl:19])=[CH:17][CH:18]=3)[N:11]([C:20]([N:45]3[CH2:44][CH2:43][N:42]([CH2:41][CH2:40][S:37]([CH3:36])(=[O:38])=[O:39])[CH2:47][CH2:46]3)=[O:21])[C:10]([C:23]3[C:24]([O:31][CH2:32][CH3:33])=[N:25][C:26]([S:29][CH3:30])=[N:27][CH:28]=3)=[N:9]2)=[CH:6][CH:7]=1 |f:1.2.3|. Reported procedure: cis-4-[4,5-Bis-(4-chloro-phenyl)-2-(4-ethoxy-2-methylsulfanyl-pyrimidin-5-yl)-4,5-dihydro-imidazole-1-carbonyl chloride (example 12) was reacted with 1-(2-methanesulfonylethyl)-piperazine dihydrochloride (example 3) to give cis-[4,5-bis-(4-chloro-phenyl)-2-(4-ethoxy-2-methylsulfanyl-pyrimidin-5-yl)-4,5-dihydro-imidazol-1-yl]-[4-(2-methanesulfonyl-ethyl)-piperazin-1-yl]-methanone in an analogous manner as described in example 1. HR-MS (ES, m/z) calculated for C30H35N6O4S2Cl2 [(M+H)+] 677.1533, ob... Yields the product FC=1C=C2C(=C(CC2=CC1)C)CC(=O)O (5-fluoro-2-methylinden-3-yl acetic acid). Solvent: C1(=CC=CC=C1)C (toluene), O (water). Procedure: A mixture of 6-fluoro-2-methylindanone (18.4 g, 0.112 mol), cyanoacetic acid (10.5 g, 0.123 mol), acetic acid (6.6 g), and ammonium acetate (1.7 g) in dry toluene (15.5 ml) is refluxed for 21 hours, as the liberated water is collected in a Dean Stark trap. The mixture is evaporated to dryness, and the residue is dissolved in hot ethanol (60 ml) and 2.2 N aqueous potassium hydroxide solution (14 ml). 85% KOH (22 g) in water (150 ml) is added, and the mixture is refluxed for 13 hours under nitroge... RXN SMILES: [F:1][C:2]1[CH:10]=[C:9]2[C:5]([CH2:6][CH:7]([CH3:12])[C:8]2=O)=[CH:4][CH:3]=1.C([CH2:15][C:16]([OH:18])=[O:17])#N.C(O)(=O)C.C([O-])(=O)C.[NH4+]>C1(C)C=CC=CC=1.O>[F:1][C:2]1[CH:10]=[C:9]2[C:5](=[CH:4][CH:3]=1)[CH2:6][C:7]([CH3:12])=[C:8]2[CH2:15][C:16]([OH:18])=[O:17] |f:3.4|. Reactants: FC1=CC=C2CC(C(C2=C1)=O)C (6-fluoro-2-methylindanone), C(#N)CC(=O)O (cyanoacetic acid), C(C)(=O)O (acetic acid), C(C)(=O)[O-].[NH4+] (ammonium acetate). Product: C(#N)C1=CC=C(C=C1)C(NC(=O)NC1=NC=CC(=C1)C(F)(F)F)C1=C(CCCC1=O)OC (1-((4-cyanophenyl)(2-methoxy-6-oxocyclohex-1-enyl)methyl)-3-(4-(trifluoromethyl)-pyridin-2-yl)urea). Procedure details: Trimethyloxonium tetrafluoroborate (185 mg, 1.25 mmol) is added to a solution of N,N-diisopropylethylamine (210 μL, 1.21 mmol) and 1-((4-cyanophenyl)(2-hydroxy-6-oxocyclohex-1-enyl)methyl)-3-(4-(trifluoromethyl)pyridin-2-yl)urea (intermediate 24, 264 mg, 0.613 mmol). The mixture is stirred at room temperature for 1 h and extracted with water. The organic phase is dried over Na2SO4 and concentrated under reduced pressure. Yield: 200 mg; ESI mass spectrum [M+H]+=445, Retention time HPLC: 1.08 min ... The reactants are F[B-](F)(F)F.C[O+](C)C (Trimethyloxonium tetrafluoroborate), C(C)(C)N(C(C)C)CC (N,N-diisopropylethylamine), C(#N)C1=CC=C(C=C1)C(NC(=O)NC1=NC=CC(=C1)C(F)(F)F)C1=C(CCCC1=O)O (1-((4-cyanophenyl)(2-hydroxy-6-oxocyclohex-1-enyl)methyl)-3-(4-(trifluoromethyl)pyridin-2-yl)urea), C(#N)C1=CC=C(C=C1)C(NC(=O)NC1=NC=CC(=C1)C(F)(F)F)C1=C(CCCC1=O)O (1-((4-cyanophenyl)(2-hydroxy-6-oxocyclohex-1-enyl)methyl)-3-(4-(trifluoromethyl)pyridin-2-yl)urea). As a reaction SMILES: F[B-](F)(F)F.[CH3:6][O+:7]([CH3:9])C.C(N(CC)C(C)C)(C)C.[C:19]([C:21]1[CH:26]=[CH:25][C:24]([CH:27]([C:42]2C(=O)[CH2:46][CH2:45][CH2:44][C:43]=2[OH:49])[NH:28][C:29]([NH:31][C:32]2[CH:37]=[C:36]([C:38]([F:41])([F:40])[F:39])[CH:35]=[CH:34][N:33]=2)=[O:30])=[CH:23][CH:22]=1)#[N:20]>>[C:19]([C:21]1[CH:26]=[CH:25][C:24]([CH:27]([C:42]2[C:43](=[O:49])[CH2:44][CH2:45][CH2:46][C:6]=2[O:7][CH3:9])[NH:28][C:29]([NH:31][C:32]2[CH:37]=[C:36]([C:38]([F:39])([F:41])[F:40])[CH:35]=[CH:34][N:33]=2)=[O:30])=[CH:23][CH:22]=1)#[N:20] |f:0.1|. Reaction conditions: time 1 hour. Starting materials: crude mixture, Cl (hydrochloric acid), [Cl-].[NH4+] (ammonium chloride), CN(CCNC1=NC=C(C=C1)[N+](=O)[O-])C (N1,N1-dimethyl-N2-(5-nitropyridin-2-yl)ethane-1,2-diamine), C(C)O (ethanol). Reagents/catalysts: [Fe] (iron). Run in O (water). Run at temperature 80 celsius. Product: CN(CCNC1=NC=C(C=C1)N)C (N2-(2-(dimethylamino)ethyl)pyridine-2,5-diamine), solid. Isolated yield 51.0%. RXN SMILES: [CH3:1][N:2]([CH3:15])[CH2:3][CH2:4][NH:5][C:6]1[CH:11]=[CH:10][C:9]([N+:12]([O-])=O)=[CH:8][N:7]=1.C(O)C.[Cl-].[NH4+].Cl>[Fe].O>[CH3:1][N:2]([CH3:15])[CH2:3][CH2:4][NH:5][C:6]1[CH:11]=[CH:10][C:9]([NH2:12])=[CH:8][N:7]=1 |f:2.3|. Reported procedure: To a round bottom flask, charged with N1,N1-dimethyl-N2-(5-nitropyridin-2-yl)ethane-1,2-diamine (0.4 g, 1.90 mmol) from above, 5 mL of ethanol, 5 mL water followed by iron powder (0.416 g, 7.58 mmol) and ammonium chloride (0.402 g, 7.58 mmol). The resulting reaction mixture was heated at 80° C. for 3 hours. TLC analysis showed no acid remaining so the mixture was passed through a cellite cartridge to remove iron. The organic solution was concentrated under vacuo to give a brown oil residue. The ... Starting materials: BrC=1C=C(C=CC1)C1OCCO1 (2-(3-bromophenyl)-1,3-dioxolane), CC(C)([O-])C.[Na+] (Sodium tert-butoxide), C1(=CC=CC2=CC=CC=C12)N (1-naphthylamine), C(C)(C)(C)P(C(C)(C)C)C(C)(C)C (tri-tert-butylphosphine). Reagents/catalysts: C=1C=CC(=CC1)/C=C/C(=O)/C=C/C2=CC=CC=C2.C=1C=CC(=CC1)/C=C/C(=O)/C=C/C2=CC=CC=C2.C=1C=CC(=CC1)/C=C/C(=O)/C=C/C2=CC=CC=C2.[Pd].[Pd] (Pd2dba3). Solvent: C1(=CC=CC=C1)C (toluene). Product: O1C(OCC1)C=1C=C(C=CC1)NC1=CC=CC2=CC=CC=C12 (N-(3-(1,3-dioxolan-2-yl)phenyl)naphthalen-1-amine). RXN SMILES: Br[C:2]1[CH:3]=[C:4]([CH:8]2[O:12][CH2:11][CH2:10][O:9]2)[CH:5]=[CH:6][CH:7]=1.[C:13]1([NH2:23])[C:22]2[C:17](=[CH:18][CH:19]=[CH:20][CH:21]=2)[CH:16]=[CH:15][CH:14]=1.CC(C)([O-])C.[Na+].C(P(C(C)(C)C)C(C)(C)C)(C)(C)C>C1(C)C=CC=CC=1.C1C=CC(/C=C/C(/C=C/C2C=CC=CC=2)=O)=CC=1.C1C=CC(/C=C/C(/C=C/C2C=CC=CC=2)=O)=CC=1.C1C=CC(/C=C/C(/C=C/C2C=CC=CC=2)=O)=CC=1.[Pd].[Pd]>[O:9]1[CH2:10][CH2:11][O:12][CH:8]1[C:4]1[CH:3]=[C:2]([NH:23][C:13]2[C:22]3[C:17](=[CH:18][CH:19]=[CH:20][CH:21]=3)[CH:16]=[CH:15][CH:14]=2)[CH:7]=[CH:6][CH:5]=1 |f:2.3,6.7.8.9.10|. Reported procedure: A clean and dry 500 ml round bottom flask equipped with a reflux condenser, magnetic stir bar, and thermometer with adapter was prepared and purged with nitrogen Anhydrous toluene (250.0 ml) was transferred to this flask by cannula. 2-(3-bromophenyl)-1,3-dioxolane (6.0 ml, 0.0397 mol) was added by syringe followed by the manual addition of 1-naphthylamine (5.08 g, 0.0355 mol). The reaction solution was purged with a strong nitrogen flow for 30 minutes. Sodium tert-butoxide (5.60 g, 0.0583 mol) a... The reactants are COCC(C)O, C1CCC2OC2C1, [Na+], [OH-]. Product: CC(O)COCOC1CCCCC1. RXN SMILES: [CH3:1][O:2][CH2:3][CH:4]([CH3:5])[OH:6].[CH:7]12[CH:8]([CH2:9][CH2:10][CH2:11][CH2:12]1)[O:13]2.[Na+:15].[OH-:14]>>[CH2:1]([O:2][CH2:3][CH:4]([CH3:5])[OH:6])[O:13][CH:8]1[CH2:7][CH2:12][CH2:11][CH2:10][CH2:9]1. Procedure details: By procedures described in Example 1 (Method A), 4-methyl-phenethylamine and propionyl chloride were converted to 1-ethyl-7-methyl-1,2,3,4-tetrahydroisoquinoline. A reaction vessel was charged with 3.0 g of this isoquinoline compound, 10 ml 10% sodium hydroxide and 50 ml methylene chloride. With this mixture stirred, 2 ml dichloroacetyl chloride was added dropwise to the mixture. The mixture was stirred for 5 minutes and then made alkaline with aqueous sodium hydroxide. The organic extract was d... Solvent: C(Cl)Cl (methylene chloride). The reactants are [OH-].[Na+] (sodium hydroxide), CC1=CC=C(CCN)C=C1 (4-methyl-phenethylamine), C1=NC=CC2=CC=CC=C12 (isoquinoline), [OH-].[Na+] (sodium hydroxide), C(CC)(=O)Cl (propionyl chloride), C(C)C1NCCC2=CC=C(C=C12)C (1-ethyl-7-methyl-1,2,3,4-tetrahydroisoquinoline), ClC(C(=O)Cl)Cl (dichloroacetyl chloride). RXN SMILES: CC1C=CC(CCN)=CC=1.C(Cl)(=O)CC.[CH2:16]([CH:18]1[C:27]2[C:22](=[CH:23][CH:24]=[C:25]([CH3:28])[CH:26]=2)[CH2:21][CH2:20][NH:19]1)[CH3:17].C1C2C(=CC=CC=2)C=CN=1.[OH-].[Na+].[Cl:41][CH:42]([Cl:46])[C:43](Cl)=[O:44]>C(Cl)Cl>[Cl:41][CH:42]([Cl:46])[C:43]([N:19]1[CH2:20][CH2:21][C:22]2[C:27](=[CH:26][C:25]([CH3:28])=[CH:24][CH:23]=2)[CH:18]1[CH2:16][CH3:17])=[O:44] |f:4.5|. Product: ClC(C(=O)N1C(C2=CC(=CC=C2CC1)C)CC)Cl (2-(Dichloroacetyl)-1-ethyl-7-methyl-1,2,3,4-tetrahydroisoquinoline).